The task is: describe an organic reaction: reactants, conditions, products, and yield. This data is from the Open Reaction Database (ORD), a public repository of structured organic reaction records. The reactants are O (water), OC1=NC=CC(=C1)O (2,4-dihydroxy-pyridine), FC1=CC=C(C=C1)[N+](=O)[O-] (4-fluoro-nitrobenzene), C(=O)([O-])[O-].[Cs+].[Cs+] (Cs2CO3). Solvent: CN1CCCC1 (N-methyl-pyrrolidine). Conditions: temperature 100 celsius, time 3 hour. The product is [N+](=O)([O-])C1=CC=C(OC2=CC(NC=C2)=O)C=C1 (4-(4-Nitro-phenoxy)-1H-pyridin-2-one). As a reaction SMILES: [OH:1][C:2]1[CH:7]=[C:6]([OH:8])[CH:5]=[CH:4][N:3]=1.F[C:10]1[CH:15]=[CH:14][C:13]([N+:16]([O-:18])=[O:17])=[CH:12][CH:11]=1.C([O-])([O-])=O.[Cs+].[Cs+].O>CN1CCCC1>[N+:16]([C:13]1[CH:14]=[CH:15][C:10]([O:8][C:6]2[CH:5]=[CH:4][NH:3][C:2](=[O:1])[CH:7]=2)=[CH:11][CH:12]=1)([O-:18])=[O:17] |f:2.3.4|. Procedure details: A suspension of 2,4-dihydroxy-pyridine (2.33 g, 21 mmol), 4-fluoro-nitrobenzene (2.22 ml, 21 mmol) and Cs2CO3 (10.2 g, 31.3 mmol) in N-methyl-pyrrolidine (30 ml) is stirred for 3 h at 100° C. under N2-atmosphere. The reaction mixture is poured into water and the precipitate filtered off and washed with water. The solid is dissolved in CH2Cl2/MeOH. Then SiO2 (≈20 g) is added and the mixture Is concentrated in vacuo. The resulting powder is put on top of a SiO2-column and eluted with toluene/AcOEt... The reactants are S(C)(=O)(=O)[O-] (mesylate), C(C)(C)(C)OC(=O)N1[C@@H](C[C@@H](C1)OS(=O)(=O)C)C(NC1(CC1)C#N)=O ((2S,4S)-2-(1-cyano-cyclopropylcarbamoyl)-4-methanesulfonyloxy-pyrrolidine-1-carboxylic acid t-butyl ester), ClC1=C(C=CC(=C1)Cl)S (2,4-dichlorothiophenol). The product is C(C)(C)(C)OC(=O)N1[C@@H](C[C@H](C1)SC1=C(C=C(C=C1)Cl)Cl)C(NC1(CC1)C#N)=O ((2S,4R)-2-(1-cyano-cyclopropylcarbamoyl)-4-(2,4-dichloro-phenylsulfanyl)-pyrrolidine-1-carboxylic acid t-butyl ester). As a reaction SMILES: S([O-])(=O)(=O)C.[C:6]([O:10][C:11]([N:13]1[CH2:17][C@@H:16](OS(C)(=O)=O)[CH2:15][C@H:14]1[C:23](=[O:30])[NH:24][C:25]1([C:28]#[N:29])[CH2:27][CH2:26]1)=[O:12])([CH3:9])([CH3:8])[CH3:7].[Cl:31][C:32]1[CH:37]=[C:36]([Cl:38])[CH:35]=[CH:34][C:33]=1[SH:39]>>[C:6]([O:10][C:11]([N:13]1[CH2:17][C@H:16]([S:39][C:33]2[CH:34]=[CH:35][C:36]([Cl:38])=[CH:37][C:32]=2[Cl:31])[CH2:15][C@H:14]1[C:23](=[O:30])[NH:24][C:25]1([C:28]#[N:29])[CH2:27][CH2:26]1)=[O:12])([CH3:8])([CH3:9])[CH3:7]. Reported procedure: The reaction of the mesylate from experiment A2 with 2,4-dichlorothiophenol yielded ((2S,4R)-2-(1-cyano-cyclopropylcarbamoyl)-4-(2,4-dichloro-phenylsulfanyl)-pyrrolidine-1-carboxylic acid t-butyl ester as a colorless oil. MS: 454.3 [M−H]−. Reactants: C(C1=CC=CC=C1)OC1=C(C=C(C=CC(=O)N2CCCCC2)C=C1)[N+](=O)[O-] (N-(4-Benzyloxy-3-nitrocinnamoyl)piperidine). The reagents and catalysts are [Pd] (palladium-on-carbon). Run in CO (methanol). Reaction conditions: time 60 minute. The product is OC1=C(C=C(C=C1)CCC(=O)N1CCCCC1)N (N-[3-(4-Hydroxy-3-aminophenyl)propionyl]piperidine). The yield is 103.3%. RXN SMILES: C([O:8][C:9]1[CH:24]=[CH:23][C:12]([CH:13]=[CH:14][C:15]([N:17]2[CH2:22][CH2:21][CH2:20][CH2:19][CH2:18]2)=[O:16])=[CH:11][C:10]=1[N+:25]([O-])=O)C1C=CC=CC=1>CO.[Pd]>[OH:8][C:9]1[CH:24]=[CH:23][C:12]([CH2:13][CH2:14][C:15]([N:17]2[CH2:22][CH2:21][CH2:20][CH2:19][CH2:18]2)=[O:16])=[CH:11][C:10]=1[NH2:25]. Reported procedure: 0.5 g of N-(4-benzyloxy-3-nitrocinnamoyl)piperidine (prepared as described in Example 12) was dissolved in 30 ml of methanol. 300 mg of 10% palladium-on-carbon were added to the solution, which was then catalytically reduced whilst bubbling hydrogen through it, under atmospheric pressure for 60 minutes. The catalyst was then removed by filtration, and the methanol was removed by distillation under reduced pressure. The resulting residue was purified by silica gel column chromatography, using eth... Reactants: COC1=C(C(=O)Cl)C(=CC=C1)OC (2,6-dimethoxybenzoyl chloride), NC=1SC(=NN1)C1(SCCCS1)C (2-amino-5-(2-methyl-1,3-dithian-2-yl)-1,3,4-thiadiazole). Solvent: CCCCC (pentane), C1(=CC=CC=C1)C (toluene). The product is CC1(SCCCS1)C1=NN=C(S1)NC(C1=C(C=CC=C1OC)OC)=O (N-[5-(2-methyl-1,3-dithian-2-yl)-1,3,4-thiadiazol-2-yl]-2,6-dimethoxybenzamide). Reaction SMILES: [CH3:1][O:2][C:3]1[CH:11]=[CH:10][CH:9]=[C:8]([O:12][CH3:13])[C:4]=1[C:5](Cl)=[O:6].[NH2:14][C:15]1[S:16][C:17]([C:20]2([CH3:26])[S:25][CH2:24][CH2:23][CH2:22][S:21]2)=[N:18][N:19]=1>C1(C)C=CC=CC=1.CCCCC>[CH3:26][C:20]1([C:17]2[S:16][C:15]([NH:14][C:5](=[O:6])[C:4]3[C:3]([O:2][CH3:1])=[CH:11][CH:10]=[CH:9][C:8]=3[O:12][CH3:13])=[N:19][N:18]=2)[S:21][CH2:22][CH2:23][CH2:24][S:25]1. Reported procedure: A solution of 1.0 g of 2,6-dimethoxybenzoyl chloride in 50 ml of toluene containing 1.0 g of 2-amino-5-(2-methyl-1,3-dithian-2-yl)-1,3,4-thiadiazole was heated at reflux for fifteen hours. The reaction mixture was then cooled to room temperature and diluted with pentane, whereupon a white precipitate formed. The precipitate was collected by filtration and identified as N-[5-(2-methyl-1,3-dithian-2-yl)-1,3,4-thiadiazol-2-yl]-2,6-dimethoxybenzamide. Product: BrC1=CC=C(O[C@@H](C(C#CC=2C=NC=CC2)O)C)C=C1 ((3RS,4R)-4-(4-Bromophenoxy)-1-pyridin-3-yl-pent-1-yn-3-ol). Run in C(C)N(CC)CC (triethylamine). Reaction SMILES: [Br:1][C:2]1[CH:12]=[CH:11][C:5]([O:6][C@@H:7]([CH3:10])[CH2:8][OH:9])=[CH:4][CH:3]=1.C(Cl)(=O)C(Cl)=O.CS(C)=O.[N:23]1[CH:28]=[CH:27][CH:26]=[C:25]([C:29]#[CH:30])[CH:24]=1>C(N(CC)CC)C>[Br:1][C:2]1[CH:12]=[CH:11][C:5]([O:6][C@H:7]([CH3:10])[CH:8]([OH:9])[C:30]#[C:29][C:25]2[CH:24]=[N:23][CH:28]=[CH:27][CH:26]=2)=[CH:4][CH:3]=1. Reactants: BrC1=CC=C(O[C@H](CO)C)C=C1 ((2S)-2-(4-bromophenoxy)propan-1-ol), N1=CC(=CC=C1)C#C (3-pyridylacetylene), C(C(=O)Cl)(=O)Cl (oxalyl chloride), CS(=O)C (dimethyl sulfoxide). Procedure details: Prepared according to the method described in Example 1c) from (2S)-2-(4-bromophenoxy)propan-1-ol (9.24 g, Example 4b)), oxalyl chloride (4.38 ml), dimethyl sulfoxide (4.4 ml), triethylamine (22.4 ml), 3-pyridylacetylene (6.3 g) andn-butyllithium (2.5M in hexanes, 24 ml) to give the sub-title compound as an oil and as a 4:1 mixture of diastereomers (8.31 g). The reactants are C(C)OC1=NS(C(=C1Br)C(=O)OC(C)(C)C)(=O)=O (3-ethoxy-4-bromo-5-t-butyloxycarbonylisothiazole-1,1-dioxide), C[Si](N[Si](C)(C)C)(C)C (hexamethyldisilazane). Solvent: C(C)#N (acetonitrile). Product: C(C)OC1=NS(C(=C1N)C(=O)OC(C)(C)C)(=O)=O (3-Ethoxy-4-amino-5-t-butyloxycarbonylisothiazole-1,1-dioxide). RXN SMILES: [CH2:1]([O:3][C:4]1[C:8](Br)=[C:7]([C:10]([O:12][C:13]([CH3:16])([CH3:15])[CH3:14])=[O:11])[S:6](=[O:18])(=[O:17])[N:5]=1)[CH3:2].C[Si](C)(C)[NH:21][Si](C)(C)C>C(#N)C>[CH2:1]([O:3][C:4]1[C:8]([NH2:21])=[C:7]([C:10]([O:12][C:13]([CH3:16])([CH3:15])[CH3:14])=[O:11])[S:6](=[O:18])(=[O:17])[N:5]=1)[CH3:2]. Reported procedure: To 3-ethoxy-4-bromo-5-t-butyloxycarbonylisothiazole-1,1-dioxide (340 mg, 1.0 mmol) in 5 ml of dry acetonitrile was added hexamethyldisilazane (242 mg, 1.5 mmol) and the solution was stirred at reflux for 7 hours. The reaction mixture was evaporated in vacuo and the residue was refluxed in 10 ml of ethanol for 3/4 hr. Removal of the ethanol in vacuo gave a crude oil which was chromatographed on silica gel. The product was recovered as a viscous yellow oil (210 mg). Trituration in petroleum ether ...